From a dataset of the Open Reaction Database (ORD), a public repository of structured organic reaction records. describe an organic reaction: reactants, conditions, products, and yield Starting materials: C1CCC(CC1)N=C=NC2CCCCC2 (DCC), C(CC(=O)O)(=O)O (malonic acid), alcohol. The reagents and catalysts are CN(C)C=1C=CN=CC1 (DMAP). Run in C(Cl)Cl (CH2Cl2). Reaction conditions: temperature 0 celsius, time 15 minute. The product is C1(CCCCC1)NC(=O)NC1CCCCC1 (Dicyclohexyl urea). Yield: 60.0%. Reaction SMILES: C(O)(=O)CC(O)=[O:4].[CH2:8]1[CH2:13][CH2:12][CH:11]([N:14]=[C:15]=[N:16][CH:17]2[CH2:22][CH2:21][CH2:20][CH2:19][CH2:18]2)[CH2:10][CH2:9]1>C(Cl)Cl.CN(C1C=CN=CC=1)C>[CH:17]1([NH:16][C:15]([NH:14][CH:11]2[CH2:10][CH2:9][CH2:8][CH2:13][CH2:12]2)=[O:4])[CH2:22][CH2:21][CH2:20][CH2:19][CH2:18]1. Procedure: 104 mg (1 mmol) of malonic acid and 1.23 g (2.2 mmol) of alcohol 7 were dissolved in dry CH2Cl2 under N2 protection and the solution cooled in an ice bath. 41.0 mg (0.20 mmol) DMAP (10 mol %) and 454 mg (2.20 mmol) DCC were added subsequently. After stirring under N2-protection for 15 min at 0° C. and 2 h at RT, TLC control showed complete conversion of the starting material. Dicyclohexyl urea formed during the reaction precipitated and was filtered off. Traces of urea were subsequently removed ... The reactants are CCOC(=O)c1cc(OC)ccc1C#N, C1CCOC1. Yields the product COc1ccc(C#N)c(CO)c1. RXN SMILES: [C:1](#[N:2])[c:3]1[c:4]([C:5](=[O:6])[O:7][CH2:8][CH3:9])[cH:10][c:11]([O:14][CH3:15])[cH:12][cH:13]1.[CH2:16]1[O:17][CH2:18][CH2:19][CH2:20]1>>[C:1](#[N:2])[c:3]1[c:4]([CH2:5][OH:6])[cH:10][c:11]([O:14][CH3:15])[cH:12][cH:13]1. Starting materials: CCOC(=O)CCCCc1c(C)nn2c(CC)ccc2c1-c1cncc(C(=O)OCc2ccccc2)c1, CO, [H][H]. The product is CCOC(=O)CCCCc1c(C)nn2c(CC)ccc2c1-c1cncc(C(=O)O)c1. RXN SMILES: [CH2:1]([CH3:2])[O:3][C:4]([CH2:5][CH2:6][CH2:7][CH2:8][c:9]1[c:10](-[c:21]2[cH:22][n:23][cH:24][c:25]([C:26](=[O:27])[O:28][CH2:29][c:30]3[cH:31][cH:32][cH:33][cH:34][cH:35]3)[cH:36]2)[c:11]2[n:12]([n:13][c:14]1[CH3:15])[c:16]([CH2:19][CH3:20])[cH:17][cH:18]2)=[O:37].[CH3:40][OH:41].[H:38][H:39]>>[CH2:1]([CH3:2])[O:3][C:4]([CH2:5][CH2:6][CH2:7][CH2:8][c:9]1[c:10](-[c:21]2[cH:22][n:23][cH:24][c:25]([C:26](=[O:27])[OH:28])[cH:36]2)[c:11]2[n:12]([n:13][c:14]1[CH3:15])[c:16]([CH2:19][CH3:20])[cH:17][cH:18]2)=[O:37]. Starting materials: Cc1ncsc1CCO, ClCCl, Cc1ccc(S(=O)(=O)Cl)cc1, c1ccncc1. The product is Cc1ccc(S(=O)(=O)OCCc2scnc2C)cc1. RXN SMILES: [CH3:1][c:2]1[n:3][cH:4][s:5][c:6]1[CH2:7][CH2:8][OH:9].[Cl:21][CH2:22][Cl:23].[c:10]1([CH3:20])[cH:11][cH:12][c:13]([S:16](=[O:17])(=[O:18])[Cl:19])[cH:14][cH:15]1.[cH:24]1[cH:25][cH:26][n:27][cH:28][cH:29]1>>[CH3:1][c:2]1[n:3][cH:4][s:5][c:6]1[CH2:7][CH2:8][O:9][S:16]([c:13]1[cH:12][cH:11][c:10]([CH3:20])[cH:15][cH:14]1)(=[O:17])=[O:18]. Starting materials: C(C1=CC=CC=C1)N1N=C2C=C(C=CC2=C1)C=1C=C(N2N=CN=C(C21)N)CC2NCCOC2 (5-(2-benzyl-2H-indazol-6-yl)-7-(morpholin-3-ylmethyl)pyrrolo[2,1-f][1,2,4]triazin-4-amine), CN(CC(=O)O)C (N,N-dimethylglycine), CCN=C=NCCCN(C)C.Cl (EDCl), C=1C=CC2=C(C1)N=NN2O (HOBt), C(C)(C)N(C(C)C)CC (N,N-diisopropylethylamine). The solvent is CN(C)C=O (DMF). Reaction conditions: time 16 hour. The product is C(C1=CC=CC=C1)N1N=C2C=C(C=CC2=C1)C=1C=C(N2N=CN=C(C21)N)CC2N(CCOC2)C(CN(C)C)=O (5-(2-benzyl-2H-indazol-6-yl)-7-({4-[(dimethylamino)acetyl]morpholin-3-yl}methyl)pyrrolo[2,1-f][1,2,4]triazin-4-amine). Isolated yield 41.4%. As a reaction SMILES: [CH2:1]([N:8]1[CH:16]=[C:15]2[C:10]([CH:11]=[C:12]([C:17]3[CH:18]=[C:19]([CH2:27][CH:28]4[CH2:33][O:32][CH2:31][CH2:30][NH:29]4)[N:20]4[C:25]=3[C:24]([NH2:26])=[N:23][CH:22]=[N:21]4)[CH:13]=[CH:14]2)=[N:9]1)[C:2]1[CH:7]=[CH:6][CH:5]=[CH:4][CH:3]=1.[CH3:34][N:35]([CH3:40])[CH2:36][C:37](O)=[O:38].CCN=C=NCCCN(C)C.Cl.C1C=CC2N(O)N=NC=2C=1.C(N(CC)C(C)C)(C)C>CN(C=O)C>[CH2:1]([N:8]1[CH:16]=[C:15]2[C:10]([CH:11]=[C:12]([C:17]3[CH:18]=[C:19]([CH2:27][CH:28]4[CH2:33][O:32][CH2:31][CH2:30][N:29]4[C:37](=[O:38])[CH2:36][N:35]([CH3:40])[CH3:34])[N:20]4[C:25]=3[C:24]([NH2:26])=[N:23][CH:22]=[N:21]4)[CH:13]=[CH:14]2)=[N:9]1)[C:2]1[CH:7]=[CH:6][CH:5]=[CH:4][CH:3]=1 |f:2.3|. Reported procedure: A mixture of 5-(2-benzyl-2H-indazol-6-yl)-7-(morpholin-3-ylmethyl)pyrrolo[2,1-f][1,2,4]triazin-4-amine (100 mg, 0.23 mmol), N,N-dimethylglycine (25 mg, 0.24 mmol), EDCl (48 mg, 0.25 mmol), HOBt (34 mg, 0.25 mmol), and N,N-diisopropylethylamine (119 μL, 0.68 mmol) in DMF (1.2 mL) was stirred at rt for 16 h. The crude mixture was purified by preparative HPLC using a gradient elution from 15% to 45% acetonitrile in water followed by filtration through an acidic resin, washing with MeOH. The product... Starting materials: O=C1C2=C(N=C3N1C=C(C=C3)C(=O)OCC)CCS2 (ethyl 3,10-dihydro-10-oxo-1H-pyrido[1,2-a]thieno-[3,2-d]pyrimidine-7-carboxylate), ClN1C(CCC1=O)=O (N-chlorosuccinimide), ice water. Run in N1=CC=CC=C1 (pyridine). Product: O=C1C=2C(N=C3N1C=C(C=C3)C(=O)OCC)=CSC2 (Ethyl 10-oxo-10H-pyrido[1,2-a]thieno[3,4-d]pyrimidine-7-carboxylate). RXN SMILES: [O:1]=[C:2]1[N:7]2[CH:8]=[C:9]([C:12]([O:14][CH2:15][CH3:16])=[O:13])[CH:10]=[CH:11][C:6]2=[N:5][C:4]2[CH2:17][CH2:18][S:19][C:3]1=2.ClN1C(=O)CCC1=O>N1C=CC=CC=1>[O:1]=[C:2]1[N:7]2[CH:8]=[C:9]([C:12]([O:14][CH2:15][CH3:16])=[O:13])[CH:10]=[CH:11][C:6]2=[N:5][C:4]2=[CH:3][S:19][CH:18]=[C:17]12. Procedure details: A mixture of ethyl 3,10-dihydro-10-oxo-1H-pyrido[1,2-a]thieno-[3,2-d]pyrimidine-7-carboxylate (0.4 g., 0.0014 mol) and N-chlorosuccinimide (0.9 g., 0.0014 mol) in pyridine (4 ml) is heated on a steam bath for 18 minutes. The reaction mixture is cooled and poured into a large volume of ice water. The precipitate is filtered, washed with water and dried. Recrystallization from ethanol gives the product (0.2 g.) mp 188°-190° C. Reactants: [Al+3], CON(C)C(=O)c1ccc(Cl)c(Br)c1, [Cl-], Cl, [H-], [H-], [H-], [H-], [Li+], [NH4+], C1CCOC1. The product is O=Cc1ccc(Cl)c(Br)c1. As a reaction SMILES: [Al+3:16].[Br:1][c:2]1[cH:3][c:4]([C:5](=[O:6])[N:7]([O:8][CH3:9])[CH3:10])[cH:11][cH:12][c:13]1[Cl:14].[Cl-:21].[ClH:23].[H-:15].[H-:18].[H-:19].[H-:20].[Li+:17].[NH4+:22].[O:24]1[CH2:25][CH2:26][CH2:27][CH2:28]1>>[Br:1][c:2]1[cH:3][c:4]([CH:5]=[O:6])[cH:11][cH:12][c:13]1[Cl:14]. The reactants are [OH-].[Na+] (sodium hydroxide), COC(=O)C1=NC(=NC(=C1Cl)N)C1=C(C=C(C=C1)Cl)F (6-Amino-5-chloro-2-(4-chloro-2-fluorophenyl)pyrimidine-4-carboxylic acid methyl ester), Cl (HCl). Run in CO (methanol). Run at time 4 hour. Yields the product NC1=C(C(=NC(=N1)C1=C(C=C(C=C1)Cl)F)C(=O)O)Cl (6-Amino-5-chloro-2-(4-chloro-2-fluorophenyl)pyrimidine-4-carboxylic acid). Isolated yield 44.7%. As a reaction SMILES: C[O:2][C:3]([C:5]1[C:10]([Cl:11])=[C:9]([NH2:12])[N:8]=[C:7]([C:13]2[CH:18]=[CH:17][C:16]([Cl:19])=[CH:15][C:14]=2[F:20])[N:6]=1)=[O:4].[OH-].[Na+].Cl>CO>[NH2:12][C:9]1[N:8]=[C:7]([C:13]2[CH:18]=[CH:17][C:16]([Cl:19])=[CH:15][C:14]=2[F:20])[N:6]=[C:5]([C:3]([OH:4])=[O:2])[C:10]=1[Cl:11] |f:1.2|. Procedure: 6-Amino-5-chloro-2-(4-chloro-2-fluorophenyl)pyrimidine-4-carboxylic acid methyl ester (400 mg, 1.26 mmol) was dissolved in 10 mL methanol and 2 mL of 2N sodium hydroxide (4 mmol) was added. The reaction mixture was stirred at room temperature for 4 hours and then acidified with a slight excess of 2N HCl. The resulting solution was concentrated and the precipitate that formed was filtered, washed with water, and dried yielding the title compound (170 mg, 44% yield): mp 194-196° C.: 1H NMR (DMSO-d...